From a dataset of the Open Reaction Database (ORD), a public repository of structured organic reaction records. describe an organic reaction: reactants, conditions, products, and yield Starting materials: C1(=O)OCC2=CC=CC=C12 (phthalide), C1(=CC=CC=C1)CCCCN (4-phenyl-butylamine). Solvent: CCCCCC.C(C)(=O)OCC (hexane ethyl acetate). Run at temperature 150 celsius, time 16 hour. Product: C1(=CC=CC=C1)CCCCN1C(C2=CC=CC=C2C1)=O (2-(4-phenyl-butyl)-2,3-dihydro-isoindol-1-one). Yield: 10.4%. As a reaction SMILES: [C:1]1([C:10]2[C:5](=[CH:6][CH:7]=[CH:8][CH:9]=2)[CH2:4][O:3]1)=O.[C:11]1([CH2:17][CH2:18][CH2:19][CH2:20][NH2:21])[CH:16]=[CH:15][CH:14]=[CH:13][CH:12]=1>CCCCCC.C(OCC)(=O)C>[C:11]1([CH2:17][CH2:18][CH2:19][CH2:20][N:21]2[CH2:1][C:10]3[C:5](=[CH:6][CH:7]=[CH:8][CH:9]=3)[C:4]2=[O:3])[CH:16]=[CH:15][CH:14]=[CH:13][CH:12]=1 |f:2.3|. Reported procedure: A mixture of phthalide (0.268 g, 2 mmol) and 4-phenyl-butylamine (0.316 mL, 2 mmol) was stirred at 150° C. for 16 h. Workup and silica gel column chromatography (2:1 hexane-ethyl acetate) afforded 2-(4-phenyl-butyl)-2,3-dihydro-isoindol-1-one (0.055 g, 11%). 1H NMR (300 MHz, CDCl3): δ (ppm) 1.70 (m, 4H), 2.71 (t, 2H), 3.66 (t, 2H), 4.31 (s, 2H), 7.14-7.56 (m, 8H), 7.82 (s, 1H).